This data is from the Open Reaction Database (ORD), a public repository of structured organic reaction records. The task is: describe an organic reaction: reactants, conditions, products, and yield Starting materials: C(C)(=O)C=1N(C2=C3C(=CC(=C2C1)OC)CCCC3)CC3=CC=CC=C3 (2-acetyl-1-benzyl-4-methoxy-6,7,8,9-tetrahydro-1H-benz[g]indole), [BH4-].[Na+] (sodium borohydride), C(CC(O)(C(=O)O)CC(=O)O)(=O)O (citric acid). The solvent is C(C)O (ethanol). Reaction conditions: time 2 hour. Product: C(C1=CC=CC=C1)N1C(=CC2=C(C=C3C(=C12)CCCC3)OC)C(C)O (1-benzyl-2-(1-hydroxyethyl)-4-methoxy-6,7,8,9-tetrahydro-1H-benz[g]indole). Reaction SMILES: [C:1]([C:4]1[N:5]([CH2:19][C:20]2[CH:25]=[CH:24][CH:23]=[CH:22][CH:21]=2)[C:6]2[C:11]([CH:12]=1)=[C:10]([O:13][CH3:14])[CH:9]=[C:8]1[CH2:15][CH2:16][CH2:17][CH2:18][C:7]=21)(=[O:3])[CH3:2].[BH4-].[Na+].C(O)(=O)CC(CC(O)=O)(C(O)=O)O>C(O)C>[CH2:19]([N:5]1[C:6]2[C:11](=[C:10]([O:13][CH3:14])[CH:9]=[C:8]3[CH2:15][CH2:16][CH2:17][CH2:18][C:7]3=2)[CH:12]=[C:4]1[CH:1]([OH:3])[CH3:2])[C:20]1[CH:21]=[CH:22][CH:23]=[CH:24][CH:25]=1 |f:1.2|. Procedure details: To a solution of 2-acetyl-1-benzyl-4-methoxy-6,7,8,9-tetrahydro-1H-benz[g]indole (4.68 g, 14.0 mmol) in ethanol (50 mL) was added sodium borohydride (537 mg, 14.0 mmol). After stirring for 2 h, 10% aqueous citric acid (10 mL) was added and the mixture concentrated in vacuo. The residue was dissolved in ethyl acetate, washed once with water, and once with saturated sodium bicarbonate solution. The organic layer was dried (magnesium sulfate), filtered and concentrated in vacuo to provide the title... Starting materials: NC1=C(C=C(C=O)C=C1)[N+](=O)[O-] (4-amino-3-nitro-benzaldehyde), [BH4-].[Na+] (NaBH4), C(C)N1CCNCC1 (1-ethyl-piperazine). The reagents and catalysts are CC(C)O[Ti](OC(C)C)(OC(C)C)OC(C)C (Ti(OiPr)4). Solvent: CCOC(=O)C (EtOAc), CO (MeOH), CO (MeOH). Conditions: time 15 minute. Product: C(C)N1CCN(CC1)CC1=CC(=C(C=C1)N)[N+](=O)[O-] (4-(4-Ethyl-piperazin-1-ylmethyl)-2-nitro-phenylamine). Isolated yield 33.6%. RXN SMILES: [CH2:1]([N:3]1[CH2:8][CH2:7][NH:6][CH2:5][CH2:4]1)[CH3:2].[NH2:9][C:10]1[CH:17]=[CH:16][C:13]([CH:14]=O)=[CH:12][C:11]=1[N+:18]([O-:20])=[O:19].[BH4-].[Na+]>CO.CCOC(C)=O.CC(O[Ti](OC(C)C)(OC(C)C)OC(C)C)C>[CH2:1]([N:3]1[CH2:8][CH2:7][N:6]([CH2:14][C:13]2[CH:16]=[CH:17][C:10]([NH2:9])=[C:11]([N+:18]([O-:20])=[O:19])[CH:12]=2)[CH2:5][CH2:4]1)[CH3:2] |f:2.3|. Procedure details: To a stirred solution of 1-ethyl-piperazine (1.37 g, 12 mmol) in MeOH (30 mL) was added Ti(OiPr)4 (1.73 g, 6 mmol). Then the solution was stirred at room temperature for 15 min. Then 4-amino-3-nitro-benzaldehyde (Procedure 2F, steps a-b, 1.5 g, 9 mmol) in MeOH (10 mL) was added and the solution was stirred at room temperature overnight. Then NaBH4 (380 mg, 10 mmol) was added and the solution was stirred at room temperature for 1 hour. The solution was diluted with EtOAc and filtered. The filtrat... Starting materials: CO, COc1ccccc1C1=CC2CCC(C1)N2. Product: COc1ccccc1C1CC2CCC(C1)N2. RXN SMILES: [CH3:17][OH:18].[CH3:1][O:2][c:3]1[c:4]([C:9]2=[CH:10][CH:11]3[CH2:12][CH2:13][CH:14]([CH2:15]2)[NH:16]3)[cH:5][cH:6][cH:7][cH:8]1>>[CH3:1][O:2][c:3]1[c:4]([CH:9]2[CH2:10][CH:11]3[CH2:12][CH2:13][CH:14]([CH2:15]2)[NH:16]3)[cH:5][cH:6][cH:7][cH:8]1. The reactants are C(C)(C)(C)OC(CNCC1=CC=CC(=N1)C(=O)OCC)=O (ethyl 6-{[(2-tert-butoxy-2-oxoethyl)amino]methyl}pyridine-2-carboxylate), O (water), C(O)([O-])=O.[Na+] (sodium hydrogen carbonate), ClC(=O)OCC1=CC=CC=C1 (benzyl chloroformate). Solvent: O1CCCC1 (tetrahydrofuran). Reaction conditions: time 8 hour. Yields the product C(C1=CC=CC=C1)OC(=O)N(CC(=O)OC(C)(C)C)CC1=CC=CC(=N1)C(=O)OCC (ethyl 6-({[(benzyloxy)carbonyl](2-tert-butoxy-2-oxoethyl)amino}methyl)pyridine-2-carboxylate). As a reaction SMILES: [C:1]([O:5][C:6](=[O:21])[CH2:7][NH:8][CH2:9][C:10]1[N:15]=[C:14]([C:16]([O:18][CH2:19][CH3:20])=[O:17])[CH:13]=[CH:12][CH:11]=1)([CH3:4])([CH3:3])[CH3:2].O.C(=O)([O-])O.[Na+].Cl[C:29]([O:31][CH2:32][C:33]1[CH:38]=[CH:37][CH:36]=[CH:35][CH:34]=1)=[O:30]>O1CCCC1>[CH2:32]([O:31][C:29]([N:8]([CH2:9][C:10]1[N:15]=[C:14]([C:16]([O:18][CH2:19][CH3:20])=[O:17])[CH:13]=[CH:12][CH:11]=1)[CH2:7][C:6]([O:5][C:1]([CH3:4])([CH3:3])[CH3:2])=[O:21])=[O:30])[C:33]1[CH:38]=[CH:37][CH:36]=[CH:35][CH:34]=1 |f:2.3|. Reported procedure: To a solution of ethyl 6-{[(2-tert-butoxy-2-oxoethyl)amino]methyl}pyridine-2-carboxylate (2.81 g) in tetrahydrofuran (30.0 mL) were added water (30.0 mL) and sodium hydrogen carbonate (962 mg), and then benzyl chloroformate (1.47 mL) was added thereto under ice-cooling. The reaction suspension was stirred at room temperature overnight and extracted with ethyl acetate, and the organic layer was washed with a saturated aqueous sodium chloride solution, then dried over anhydrous sodium sulfate, and... Reactants: OC1=C(C=CC=C1)C(=O)C1=C2C=CNC2=CC=C1 ((2-hydroxy-phenyl)-(1H-indol-4-yl)-methanone), C1(=CC=CC=C1)C (toluene), S(=O)(=O)(C1=CC=C(C)C=C1)OCCCl (2-chloroethanol tosylate), [OH-].[Na+] (sodium hydroxide). Reagents/catalysts: S(=O)(=O)(O)[O-].C(CCC)[N+](CCCC)(CCCC)CCCC (tetrabutyl ammonium hydrogen sulfate). Solvent: O (water), C(C)#N (acetonitrile). The product is ClCCOC1=C(C=CC=C1)C(=O)C1=C2C=CNC2=CC=C1 ([2-(2-chloroethoxy)-phenyl]-(1H-indol-4-yl) methanone). RXN SMILES: [OH:1][C:2]1[CH:7]=[CH:6][CH:5]=[CH:4][C:3]=1[C:8]([C:10]1[CH:18]=[CH:17][CH:16]=[C:15]2[C:11]=1[CH:12]=[CH:13][NH:14]2)=[O:9].C1(C)C=CC=CC=1.S(O[CH2:37][CH2:38][Cl:39])(C1C=CC(C)=CC=1)(=O)=O.[OH-].[Na+]>S([O-])(O)(=O)=O.C([N+](CCCC)(CCCC)CCCC)CCC.O.C(#N)C>[Cl:39][CH2:38][CH2:37][O:1][C:2]1[CH:7]=[CH:6][CH:5]=[CH:4][C:3]=1[C:8]([C:10]1[CH:18]=[CH:17][CH:16]=[C:15]2[C:11]=1[CH:12]=[CH:13][NH:14]2)=[O:9] |f:3.4,5.6|. Procedure details: 6 g of the product of Step D of Example 3, 192 ml of toluene, 90 ml of acetonitrile, 2.16 g of tetrabutyl ammonium hydrogen sulfate, 9.18 ml of 2-chloroethanol tosylate and 90 ml of 5N sodium hydroxide were stirred for 72 hours at 50° C. The mixture was diluted with water and extracted with ethyl acetate. The organic phase was washed, dried and concentrated to dryness under reduced pressure. The residue was chromatographed on silica (eluant:methylene chloride) to obtain 5.39 g of the desired pro... The reactants are CN1CCOCC1, CCOC(C)=O, CCc1[nH]c(C(=O)O)nc1Cl, CCOC(=O)c1cnc(N2CC(N)C2)s1, On1nnc2ccccc21. The product is CCOC(=O)c1cnc(N2CC(NC(=O)c3nc(Cl)c(CC)[nH]3)C2)s1. As a reaction SMILES: [CH3:11][N:12]1[CH2:13][CH2:14][O:15][CH2:16][CH2:17]1.[CH3:44][CH2:45][O:46][C:47](=[O:48])[CH3:49].[Cl:33][c:34]1[n:35][c:36]([C:41](=[O:42])[OH:43])[nH:37][c:38]1[CH2:39][CH3:40].[NH2:18][CH:19]1[CH2:20][N:21]([c:23]2[s:24][c:25]([C:28](=[O:29])[O:30][CH2:31][CH3:32])[cH:26][n:27]2)[CH2:22]1.[OH:1][n:2]1[c:3]2[cH:4][cH:5][cH:6][cH:7][c:8]2[n:9][n:10]1>>[NH:18]([CH:19]1[CH2:20][N:21]([c:23]2[s:24][c:25]([C:28](=[O:29])[O:30][CH2:31][CH3:32])[cH:26][n:27]2)[CH2:22]1)[C:41]([c:36]1[n:35][c:34]([Cl:33])[c:38]([CH2:39][CH3:40])[nH:37]1)=[O:42].